This data is from the Open Reaction Database (ORD), a public repository of structured organic reaction records. The task is: describe an organic reaction: reactants, conditions, products, and yield Starting materials: C(C1=CC=CC=C1)(=O)OC1C(N(C2=CC=C(C=C12)Cl)CCC)=O (5-chloro-2-oxo-1-propylindolin-3-yl benzoate), Cl (HCl), C[Si](C)(C)[N-][Si](C)(C)C.[K+] (KHMDS), C(C1=CC=CC=C1)(=O)OCC1=CN(C2=CC=CC=C12)C(C1=CC=CC=C1)=O ((1-benzoyl-1H-indol-3-yl)methyl benzoate). The solvent is C(C)(=O)OCC (ethyl acetate). Run at temperature 0 celsius. The product is C(C1=CC=CC=C1)(=O)OC1(C(N(C2=CC=C(C=C12)Cl)CCC)=O)CC1=CNC2=CC=CC=C12 (3-((1H-indol-3-yl)methyl)-5-chloro-2-oxo-1-propylindolin-3-yl benzoate). The yield is 43.0%. Reaction SMILES: [C:1]([O:9][CH:10]1[C:18]2[C:13](=[CH:14][CH:15]=[C:16]([Cl:19])[CH:17]=2)[N:12]([CH2:20][CH2:21][CH3:22])[C:11]1=[O:23])(=[O:8])[C:2]1[CH:7]=[CH:6][CH:5]=[CH:4][CH:3]=1.C[Si]([N-][Si](C)(C)C)(C)C.[K+].C(O[CH2:43][C:44]1[C:52]2[C:47](=[CH:48][CH:49]=[CH:50][CH:51]=2)[N:46](C(=O)C2C=CC=CC=2)[CH:45]=1)(=O)C1C=CC=CC=1.Cl>C(OCC)(=O)C>[C:1]([O:9][C:10]1([CH2:43][C:44]2[C:52]3[C:47](=[CH:48][CH:49]=[CH:50][CH:51]=3)[NH:46][CH:45]=2)[C:18]2[C:13](=[CH:14][CH:15]=[C:16]([Cl:19])[CH:17]=2)[N:12]([CH2:20][CH2:21][CH3:22])[C:11]1=[O:23])(=[O:8])[C:2]1[CH:7]=[CH:6][CH:5]=[CH:4][CH:3]=1 |f:1.2|. Procedure details: To an oven dried flask cooled under argon equipped with a stir bar was added 5-chloro-2-oxo-1-propylindolin-3-yl benzoate (0.08 grams, 0.24 mmol, 0.2 M in toluene). While stirring at 0° C. KHMDS (0.3 mL, 0.26 mmol, 0.87 M, purchased from Fisher Scientific) was added. After approximately fifteen minutes a solution of (1-benzoyl-1H-indol-3-yl)methyl benzoate (0.02 grams, 0.06 mmol, 0.3 M in anhydrous DMF (purchased from Fisher Scientific)) was added. The reaction continued to stir overnight. The n... The reactants are CC(=O)C=1C(=CC=CC1O)O (2,6-dihydroxy acetophenone), S(=O)(=O)(OC)[O-] (methyl sulphate), C(=O)([O-])[O-].[K+].[K+] (K2CO3). Run in CC(=O)C (acetone). Yields the product CC(=O)C1=C(C=CC=C1OC)O (2-Hydroxy 6-methoxy acetophenone). The yield is 60.0%. RXN SMILES: [CH3:1][C:2]([C:4]1[C:5]([OH:11])=[CH:6][CH:7]=[CH:8][C:9]=1[OH:10])=[O:3].S([O-])(O[CH3:16])(=O)=O.C([O-])([O-])=O.[K+].[K+]>CC(C)=O>[CH3:1][C:2]([C:4]1[C:5]([O:11][CH3:16])=[CH:6][CH:7]=[CH:8][C:9]=1[OH:10])=[O:3] |f:2.3.4|. Procedure details: A mixture of 25 mmoles of 2,6-dihydroxy acetophenone, 26 mmoles of methyl sulphate, 75 mmoles of K2CO3 and 60 ml of acetone are heated to reflux for 12 hours. Then the reaction medium is cooled, the mineral matter is separated by filtration and rinsed with dichloromethane. After evaporation of the organic phase and flash chromatography, the expected product is obtained in a practically quantitave way (mp =55° C). Starting materials: [BH3-]C#N, CC(=O)O, CO, O=CCCCc1c[nH]c2ccc(F)cc12, NC1COc2ccc3c(c2C1)C(=O)NC3, [Na+]. Product: O=C1NCc2ccc3c(c21)CC(NCCCCc1c[nH]c2ccc(F)cc12)CO3. RXN SMILES: [C:35]([BH3-:36])#[N:37].[CH3:31][C:32](=[O:33])[OH:34].[CH3:39][OH:40].[F:16][c:17]1[cH:18][c:19]2[c:20]([CH2:26][CH2:27][CH2:28][CH:29]=[O:30])[cH:21][nH:22][c:23]2[cH:24][cH:25]1.[NH2:1][CH:2]1[CH2:3][c:4]2[c:5]3[c:9]([cH:10][cH:11][c:12]2[O:13][CH2:14]1)[CH2:8][NH:7][C:6]3=[O:15].[Na+:38]>>[NH:1]([CH:2]1[CH2:3][c:4]2[c:5]3[c:9]([cH:10][cH:11][c:12]2[O:13][CH2:14]1)[CH2:8][NH:7][C:6]3=[O:15])[CH2:29][CH2:28][CH2:27][CH2:26][c:20]1[c:19]2[cH:18][c:17]([F:16])[cH:25][cH:24][c:23]2[nH:22][cH:21]1. Reactants: [BH4-], CN(C)C=O, Cc1c(-c2ccccc2)oc2c(C(=O)Cl)cccc2c1=O, Cl, [Na+], [Na+], [OH-], O. Yields the product Cc1c(-c2ccccc2)oc2c(CO)cccc2c1=O. Reaction SMILES: [BH4-:1].[CH3:27][N:28]([CH3:29])[CH:30]=[O:31].[CH3:3][c:4]1[c:5](-[c:18]2[cH:19][cH:20][cH:21][cH:22][cH:23]2)[o:6][c:7]2[c:8]([c:9]1=[O:10])[cH:11][cH:12][cH:13][c:14]2[C:15](=[O:16])[Cl:17].[ClH:24].[Na+:26].[Na+:2].[OH-:25].[OH2:32]>>[CH3:3][c:4]1[c:5](-[c:18]2[cH:19][cH:20][cH:21][cH:22][cH:23]2)[o:6][c:7]2[c:8]([c:9]1=[O:10])[cH:11][cH:12][cH:13][c:14]2[CH2:15][OH:16].